Dataset: the Open Reaction Database (ORD), a public repository of structured organic reaction records. Task: describe an organic reaction: reactants, conditions, products, and yield Starting materials: COC1=C2C=CN(C2=CC=C1)C1=CC=C(C=C1)N (4-(4-methoxy-1H-indol-1-yl)benzenamine), IC1=CC=C(C=C1)N1C=CC2=C(C=CC=C12)OC (1-(4-iodophenyl)-4-methoxy-1H-indole), [Na] (sodium). Yields the product IC1=CC=C(C=C1)N1CCC2=C(C=CC=C12)OC (1-(4-iodophenyl)-4-methoxyindoline). As a reaction SMILES: COC1C=CC=C2C=1C=CN2C1C=CC(N)=CC=1.[I:19][C:20]1[CH:25]=[CH:24][C:23]([N:26]2[C:34]3[C:29](=[C:30]([O:35][CH3:36])[CH:31]=[CH:32][CH:33]=3)[CH:28]=[CH:27]2)=[CH:22][CH:21]=1.[Na]>>[I:19][C:20]1[CH:21]=[CH:22][C:23]([N:26]2[C:34]3[C:29](=[C:30]([O:35][CH3:36])[CH:31]=[CH:32][CH:33]=3)[CH2:28][CH2:27]2)=[CH:24][CH:25]=1 |^1:36|. Procedure details: The synthesis of 1-(4-iodophenyl)indolin-4-ol (92) is provided in Reaction Scheme 4b. The reaction of 1-fluoro-4-nitrobenzene and 4-methoxy-1H-indole in the presence of Cs2CO3 gave 4-methoxy-1-(4-nitrophenyl)-1H-indole (88), which was reduced with H2/Pd to yield 4-(4-methoxy-1H-indol-1-yl)benzenamine (89). The amino group of 89 was converted via the Sandmeyer reaction to 1-(4-iodophenyl)-4-methoxy-1H-indole (90) which on reduction with sodium borocyanohyride gave 1-(4-iodophenyl)-4-methoxyindoli... Reactants: CS(=O)(=O)c1ccc(Oc2ncnc3c2cnn3C2CCNCC2)cc1, O=C(Cl)c1cc(Cl)cc(Cl)c1, O=C(O)C(F)(F)F, O. The product is CS(=O)(=O)c1ccc(Oc2ncnc3c2cnn3C2CCN(C(=O)c3cc(Cl)cc(Cl)c3)CC2)cc1. RXN SMILES: [CH3:8][S:9](=[O:10])(=[O:11])[c:12]1[cH:13][cH:14][c:15]([O:16][c:17]2[c:18]3[c:19]([n:20][cH:21][n:22]2)[n:23]([CH:26]2[CH2:27][CH2:28][NH:29][CH2:30][CH2:31]2)[n:24][cH:25]3)[cH:32][cH:33]1.[Cl:34][c:35]1[cH:36][c:37]([C:38](=[O:39])[Cl:40])[cH:41][c:42]([Cl:44])[cH:43]1.[F:1][C:2]([F:3])([F:4])[C:5]([OH:6])=[O:7].[OH2:45]>>[CH3:8][S:9](=[O:10])(=[O:11])[c:12]1[cH:13][cH:14][c:15]([O:16][c:17]2[c:18]3[c:19]([n:20][cH:21][n:22]2)[n:23]([CH:26]2[CH2:27][CH2:28][N:29]([C:38]([c:37]4[cH:36][c:35]([Cl:34])[cH:43][c:42]([Cl:44])[cH:41]4)=[O:39])[CH2:30][CH2:31]2)[n:24][cH:25]3)[cH:32][cH:33]1. Reactants: CC(=O)NN, CCO, CC(=O)c1ccc(C)nc1. The product is CC(=O)NN=C(C)c1ccc(C)nc1. Reaction SMILES: [C:11]([CH3:12])(=[O:13])[NH:14][NH2:15].[CH3:16][CH2:17][OH:18].[CH3:1][c:2]1[n:3][cH:4][c:5]([C:8]([CH3:9])=[O:10])[cH:6][cH:7]1>>[CH3:1][c:2]1[n:3][cH:4][c:5]([C:8]([CH3:9])=[N:15][NH:14][C:11]([CH3:12])=[O:13])[cH:6][cH:7]1. The reactants are [Mg] (magnesium), [OH-].[OH-].[Mg+2] (magnesium hydroxide slurry), lime, S(=O)=O (sulfur dioxide), [OH-].[Mg+2].[OH-] (magnesium hydroxide), S(=O)=O (sulfur dioxide). The product is S(=O)([O-])[O-].[Mg+2] (magnesium sulfite), S([O-])(O)=O.[Mg+2].S([O-])(O)=O (magnesium bisulfite). Procedure details: In lieu of a limestone or lime-based scrubbing system, flue gas containing sulfur dioxide may be treated by passing it through a scrubbing unit that utilizes a magnesium-containing scrubbing agent, e.g., a magnesium hydroxide slurry. The magnesium hydroxide reacts with sulfur dioxide to produce magnesium sulfite and magnesium bisulfite. The magnesium hydroxide slurry also reacts with hydrochloric acid in the flue gas, producing magnesium chloride, although there is very little hydrochloric acid ... RXN SMILES: [S:1](=[O:3])=[O:2].[Mg:4].[OH-:5].[OH-].[Mg+2]>>[S:1]([O-:5])([O-:3])=[O:2].[Mg+2:4].[S:1](=[O:5])([OH:3])[O-:2].[Mg+2:4].[S:1](=[O:5])([OH:3])[O-:2] |f:2.3.4,5.6,7.8.9|. The reactants are ClC1=C(C=C(C(=C1)F)N1C(C2C(C1=O)CCC=C2)=O)O (2-Chloro-4-fluoro-5-(tetrahydrophthalimido)phenol), [N+](=O)(O)[O-] (nitric acid). The product is ClC1=CC(=C(C(=C1O)[N+](=O)[O-])N1C(C2C(C1=O)CCC=C2)=O)F (6-chloro-4-fluoro-2-nitro-3-(tetrahydrophthalimido)phenol). RXN SMILES: [Cl:1][C:2]1[CH:7]=[C:6]([F:8])[C:5]([N:9]2[C:13](=[O:14])[CH:12]3[CH2:15][CH2:16][CH:17]=[CH:18][CH:11]3[C:10]2=[O:19])=[CH:4][C:3]=1[OH:20].[N+:21]([O-])([OH:23])=[O:22]>>[Cl:1][C:2]1[C:3]([OH:20])=[C:4]([N+:21]([O-:23])=[O:22])[C:5]([N:9]2[C:10](=[O:19])[CH:11]3[CH2:18][CH2:17][CH:16]=[CH:15][CH:12]3[C:13]2=[O:14])=[C:6]([F:8])[CH:7]=1. Procedure details: 2-Chloro-4-fluoro-5-(tetrahydrophthalimido)phenol (5.0 g) was added into nitric acid (50 ml) at 0° C., warmed up to room temperature in 30 minutes. Crushed ice was added and the solution extracted with methylene chloride. The organic phase was washed with water, dried over anhydrous sodium sulfate, and purified by a silica gel column, eluted with metliylene chloride-ethyl acetate (19:1) to give 3.67 g of the desired product. Starting materials: CCOC(=O)C (EtOAc), C(=O)([O-])[O-].[K+].[K+] (K2CO3), C(C)(C)(C)OC(=O)N1CC(C1)NC=1C=C2N3C(C(NN=C3COC2=CC1Br)=O)C (3-(7-bromo-4-methyl-3-oxo-2,3,4,10-tetrahydro-9-oxa-1,2,4a-triaza-phenanthren-6-ylamino)-azetidine-1-carboxylic acid tert-butyl ester), CC1(OB(OC(C1)C)C(=C)C(F)(F)F)C (4,4,6-trimethyl-2-(3,3,3-trifluoroprop-1-en-2-yl)-1,3,2-dioxaborinane). Reagents/catalysts: C=1C=CC(=CC1)[P](C=2C=CC=CC2)(C=3C=CC=CC3)[Pd]([P](C=4C=CC=CC4)(C=5C=CC=CC5)C=6C=CC=CC6)([P](C=7C=CC=CC7)(C=8C=CC=CC8)C=9C=CC=CC9)[P](C=1C=CC=CC1)(C=1C=CC=CC1)C=1C=CC=CC1 (Pd(PPh3)4). Run in O (water), COCCOC (DME), O (water). Conditions: temperature 80 celsius, time 8 hour. The product is C(C)(C)(C)OC(=O)N1CC(C1)NC=1C=C2N3C(C(NN=C3COC2=CC1C(=C)C(F)(F)F)=O)C (3-[4-methyl-3-oxo-7-(1-trifluoromethyl-vinyl)-2,3,4,10-tetrahydro-9-oxa-1,2,4a-triaza-phenanthren-6-ylamino]-azetidine-1-carboxylic acid tert-butyl ester). Yield: 68.0%. Reaction SMILES: C([O-])([O-])=O.[K+].[K+].[C:7]([O:11][C:12]([N:14]1[CH2:17][CH:16]([NH:18][C:19]2[CH:20]=[C:21]3[C:30](=[CH:31][C:32]=2Br)[O:29][CH2:28][C:27]2[N:22]3[CH:23]([CH3:35])[C:24](=[O:34])[NH:25][N:26]=2)[CH2:15]1)=[O:13])([CH3:10])([CH3:9])[CH3:8].CC1(C)CC(C)OB([C:44]([C:46]([F:49])([F:48])[F:47])=[CH2:45])O1.CCOC(C)=O>COCCOC.O.C1C=CC([P]([Pd]([P](C2C=CC=CC=2)(C2C=CC=CC=2)C2C=CC=CC=2)([P](C2C=CC=CC=2)(C2C=CC=CC=2)C2C=CC=CC=2)[P](C2C=CC=CC=2)(C2C=CC=CC=2)C2C=CC=CC=2)(C2C=CC=CC=2)C2C=CC=CC=2)=CC=1>[C:7]([O:11][C:12]([N:14]1[CH2:17][CH:16]([NH:18][C:19]2[CH:20]=[C:21]3[C:30](=[CH:31][C:32]=2[C:44]([C:46]([F:49])([F:48])[F:47])=[CH2:45])[O:29][CH2:28][C:27]2[N:22]3[CH:23]([CH3:35])[C:24](=[O:34])[NH:25][N:26]=2)[CH2:15]1)=[O:13])([CH3:10])([CH3:9])[CH3:8] |f:0.1.2,^1:67,69,88,107|. Reported procedure: A mixture of K2CO3 (0.12 g, 0.86 mmol), Pd(PPh3)4 (0.099 g, 0.086 mmol), 3-(7-bromo-4-methyl-3-oxo-2,3,4,10-tetrahydro-9-oxa-1,2,4a-triaza-phenanthren-6-ylamino)-azetidine-1-carboxylic acid tert-butyl ester ((Example 1, Step B, 0.20 g, 0.43 mmol) and 4,4,6-trimethyl-2-(3,3,3-trifluoroprop-1-en-2-yl)-1,3,2-dioxaborinane (0.38 g, 1.7 mmol) in DME (15 mL) and water (2.5 mL) was stirred at 80° C. overnight. The reaction mixture was cooled to ambient temperature. EtOAc (50 mL) and water (30 mL) were ... Starting materials: OCCBr, CN(C)C=O, Cl, [Na+], [OH-], Oc1ccc(-c2nc(-c3ccccc3)nc(-c3ccccc3)n2)c(O)c1. Product: OCCOc1ccc(-c2nc(-c3ccccc3)nc(-c3ccccc3)n2)c(O)c1. Reaction SMILES: [Br:27][CH2:28][CH2:29][OH:30].[CH3:34][N:35]([CH3:36])[CH:37]=[O:38].[ClH:33].[Na+:32].[OH-:31].[OH:1][c:2]1[c:3](-[c:9]2[n:10][c:11](-[c:21]3[cH:22][cH:23][cH:24][cH:25][cH:26]3)[n:12][c:13](-[c:15]3[cH:16][cH:17][cH:18][cH:19][cH:20]3)[n:14]2)[cH:4][cH:5][c:6]([OH:8])[cH:7]1>>[OH:1][c:2]1[c:3](-[c:9]2[n:10][c:11](-[c:21]3[cH:22][cH:23][cH:24][cH:25][cH:26]3)[n:12][c:13](-[c:15]3[cH:16][cH:17][cH:18][cH:19][cH:20]3)[n:14]2)[cH:4][cH:5][c:6]([O:8][CH2:28][CH2:29][OH:30])[cH:7]1. Starting materials: CS(C)=O, COC(=O)c1nccnc1CCl, Cl, [Cs+], [F-]. The product is COC(=O)c1nccnc1CF. RXN SMILES: [CH3:16][S:17]([CH3:18])=[O:19].[Cl:1][CH2:2][c:3]1[c:4]([C:9](=[O:10])[O:11][CH3:12])[n:5][cH:6][cH:7][n:8]1.[ClH:15].[Cs+:14].[F-:13]>>[CH2:2]([c:3]1[c:4]([C:9](=[O:10])[O:11][CH3:12])[n:5][cH:6][cH:7][n:8]1)[F:13]. The reactants are NC1=NC(=C(C(=N1)N(CC(=O)OC)CC1=NC=C(C(=C1C)OC)C)[N+](=O)[O-])SC (methyl 2-[(2-amino-6-methylsulfanyl-5-nitro-pyrimidin-4-yl)-[(4-methoxy-3,5-dimethyl-pyridin-2-yl)methyl]amino]acetate), NC1=NC(=C(C(=N1)N(CC(=O)OC)CC1=NC=C(C(=C1C)OC)C)[N+](=O)[O-])SC (methyl 2-[(2-amino-6-methylsulfanyl-5-nitro-pyrimidin-4-yl)-[(4-methoxy-3,5-dimethyl-pyridin-2-yl)methyl]amino]acetate), CO (methanol). The reagents and catalysts are [Fe] (iron). Run in C(C)(=O)O (acetic acid), C(Cl)Cl (DCM). Conditions: temperature 70 celsius. Yields the product NC1=NC=2N(CC(NC2C(=N1)SC)=O)CC1=NC=C(C(=C1C)OC)C (2-Amino-8-[(4-methoxy-3,5-dimethyl-pyridin-2-yl)methyl]-4-methylsulfanyl-5,7-dihydropteridin-6-one). Yield: 28.7%. Reaction SMILES: [NH2:1][C:2]1[N:7]=[C:6]([N:8]([CH2:14][C:15]2[C:20]([CH3:21])=[C:19]([O:22][CH3:23])[C:18]([CH3:24])=[CH:17][N:16]=2)[CH2:9][C:10]([O:12]C)=O)[C:5]([N+:25]([O-])=O)=[C:4]([S:28][CH3:29])[N:3]=1.CO>C(O)(=O)C.C(Cl)Cl.[Fe]>[NH2:1][C:2]1[N:3]=[C:4]([S:28][CH3:29])[C:5]2[NH:25][C:10](=[O:12])[CH2:9][N:8]([CH2:14][C:15]3[C:20]([CH3:21])=[C:19]([O:22][CH3:23])[C:18]([CH3:24])=[CH:17][N:16]=3)[C:6]=2[N:7]=1. Reported procedure: To a solution of methyl 2-[(2-amino-6-methylsulfanyl-5-nitro-pyrimidin-4-yl)-[(4-methoxy-3,5-dimethyl-pyridin-2-yl)methyl]amino]acetate (Intermediate 26)(212 mg) in glacial acetic acid (5 mL) stirred at 70° C. was added iron powder (120 mg). The reaction mixture was heated at 70° C. for 30 minutes then allowed to cool to room temperature. The reaction mixture was filtered, the filtrate evaporated to dryness and azeotroped with toluene to give a brown gum. This material was stirred with 5% methan... Starting materials: [OH-].[Na+] (sodium hydroxide), C(#N)C(C(=O)N)C1OC(C(=C1Cl)Cl)=O (2-Cyano-2-(3,4-dichloro-5-oxo-2,5-dihydrofuran-2-yl)acetamide), Cl.C(C)S(=O)(=O)C1=C(C=C(C=C1)C)CN (1-[2-(ethylsulfonyl)-5-methylphenyl]methanamine hydrochloride), C([O-])([O-])=O.[K+].[K+] (potassium carbonate). Run in C(C)O (ethanol). The product is Cl.ClC=1C=C(C(N(C1)CC1=C(C=CC(=C1)C)S(=O)(=O)CC)=N)C(=O)N (5-chloro-1-[2-(ethylsulfonyl)-5-methylbenzyl]-2-imino-1,2-dihydropyridine-3-carboxamide hydrochloride). Yield: 27.2%. As a reaction SMILES: [C:1]([CH:3]([CH:7]1[C:11]([Cl:12])=[C:10](Cl)C(=O)O1)[C:4]([NH2:6])=[O:5])#[N:2].Cl.[CH2:16]([S:18]([C:21]1[CH:26]=[CH:25][C:24]([CH3:27])=[CH:23][C:22]=1[CH2:28][NH2:29])(=[O:20])=[O:19])[CH3:17].C(=O)([O-])[O-].[K+].[K+].[OH-].[Na+]>C(O)C>[ClH:12].[Cl:12][C:11]1[CH:7]=[C:3]([C:4]([NH2:6])=[O:5])[C:1](=[NH:2])[N:29]([CH2:28][C:22]2[CH:23]=[C:24]([CH3:27])[CH:25]=[CH:26][C:21]=2[S:18]([CH2:16][CH3:17])(=[O:20])=[O:19])[CH:10]=1 |f:1.2,3.4.5,6.7,9.10|. Reported procedure: (Step 4) 2-Cyano-2-(3,4-dichloro-5-oxo-2,5-dihydrofuran-2-yl)acetamide (2.35 g), 1-[2-(ethylsulfonyl)-5-methylphenyl]methanamine hydrochloride obtained in Step 3 (3.0 g) and potassium carbonate (4.15 g) were stirred in ethanol (30 ml) at 85° C. for 20 hr. The reaction mixture was treated with 1N sodium hydroxide solution, and extracted with a mixed solvent of ethyl acetate-tetrahydrofuran. The organic layer was washed with saturated brine, and dried over magnesium sulfate. The solvent was evapor...